Dataset: the Open Reaction Database (ORD), a public repository of structured organic reaction records. Task: describe an organic reaction: reactants, conditions, products, and yield Starting materials: C1CCOC1, COc1cc(Cl)ccc1-c1cscc1-c1ccc(O)cc1, COCCl, [H-], [Na+]. Product: COCOc1ccc(-c2cscc2-c2ccc(Cl)cc2OC)cc1. RXN SMILES: [CH2:28]1[O:29][CH2:30][CH2:31][CH2:32]1.[Cl:1][c:2]1[cH:3][c:4]([O:20][CH3:21])[c:5](-[c:8]2[c:9](-[c:13]3[cH:14][cH:15][c:16]([OH:19])[cH:17][cH:18]3)[cH:10][s:11][cH:12]2)[cH:6][cH:7]1.[Cl:24][CH2:25][O:26][CH3:27].[H-:23].[Na+:22]>>[Cl:1][c:2]1[cH:3][c:4]([O:20][CH3:21])[c:5](-[c:8]2[c:9](-[c:13]3[cH:14][cH:15][c:16]([O:19][CH2:25][O:26][CH3:27])[cH:17][cH:18]3)[cH:10][s:11][cH:12]2)[cH:6][cH:7]1. Reactants: CO, CCOC(=O)COC1CCCC1, [K+], [OH-], O. The product is O=C(O)COC1CCCC1. As a reaction SMILES: [CH3:13][OH:14].[CH:1]1([O:6][CH2:7][C:8](=[O:9])[O:10][CH2:11][CH3:12])[CH2:2][CH2:3][CH2:4][CH2:5]1.[K+:16].[OH-:15].[OH2:17]>>[CH:1]1([O:6][CH2:7][C:8](=[O:9])[OH:10])[CH2:2][CH2:3][CH2:4][CH2:5]1. The reactants are OC1=C(C=C(C=C1)/C=C/CN1CCC(CC1)C1=CC=C(C=C1)OC1=CC=CC=C1)OC ((E)-1-[3-(4-hydroxy-3-methoxyphenyl)-2-propenyl]-4-(4-phenoxyphenyl)piperidine), FC1=CC=C(C=CCBr)C=C1 (4-fluorocinnamyl bromide). The product is FC1=CC=C(C=C1)/C=C/CN1CCC(CC1)C1=CC=C(C=C1)OC1=CC=CC=C1 ((E)-1-[3-(4-fluorophenyl)-2-propenyl]-4-(4-phenoxyphenyl)piperidine). Reaction SMILES: O[C:2]1[CH:7]=[CH:6][C:5](/[CH:8]=[CH:9]/[CH2:10][N:11]2[CH2:16][CH2:15][CH:14]([C:17]3[CH:22]=[CH:21][C:20]([O:23][C:24]4[CH:29]=[CH:28][CH:27]=[CH:26][CH:25]=4)=[CH:19][CH:18]=3)[CH2:13][CH2:12]2)=[CH:4][C:3]=1OC.[F:32]C1C=CC(C=CCBr)=CC=1>>[F:32][C:2]1[CH:7]=[CH:6][C:5](/[CH:8]=[CH:9]/[CH2:10][N:11]2[CH2:16][CH2:15][CH:14]([C:17]3[CH:22]=[CH:21][C:20]([O:23][C:24]4[CH:29]=[CH:28][CH:27]=[CH:26][CH:25]=4)=[CH:19][CH:18]=3)[CH2:13][CH2:12]2)=[CH:4][CH:3]=1. Procedure: The same procedure was followed as in Example 11 using the compound (9) synthesized in Example 2 and 4-fluorocinnamyl bromide to produce the above. Starting materials: C(C1=CC=CC=C1)OC(=O)N1CCC(CC1)=C (1-benzyloxycarbonyl-4-methylenepiperidine), ClC(C(=O)Cl)(Cl)Cl (trichloroacetyl chloride), P(=O)(Cl)(Cl)Cl (phosphorous oxychloride). Reagents/catalysts: [Cu].[Zn] (zinc-copper couple). Run in CCOCC (ether), CCOCC (ether). Product: C(C1=CC=CC=C1)OC(=O)N1CCC2(C(CC2(Cl)Cl)=O)CC1 (7-Benzyloxycarbonyl-1,1-dichloro-7-azaspiro[3.5]-nonan-3 -one). Reaction SMILES: [CH2:1]([O:8][C:9]([N:11]1[CH2:16][CH2:15][C:14](=[CH2:17])[CH2:13][CH2:12]1)=[O:10])[C:2]1[CH:7]=[CH:6][CH:5]=[CH:4][CH:3]=1.[Cl:18][C:19](Cl)([Cl:23])[C:20](Cl)=O.P(Cl)(Cl)(Cl)=[O:26]>CCOCC.[Cu].[Zn]>[CH2:1]([O:8][C:9]([N:11]1[CH2:16][CH2:15][C:14]2([C:19]([Cl:23])([Cl:18])[CH2:20][C:17]2=[O:26])[CH2:13][CH2:12]1)=[O:10])[C:2]1[CH:3]=[CH:4][CH:5]=[CH:6][CH:7]=1 |f:4.5|. Reported procedure: To a stirred solution of 1-benzyloxycarbonyl-4-methylenepiperidine (11.1 g, 49.3 mmol) and zinc-copper couple (95: 5, 7.98 g, 12.2 mmol) in 200 ml of anhydrous ether was added a solution of trichloroacetyl chloride (10.18 ml, 91.2 mmol) and phosphorous oxychloride (8.77 ml, 94.0 mmol) in 50 ml of anhydrous ether. The reaction mixture was refluxed overnight. After cooling to room temperature, the solution was filtered through celite and the filtrate was washed with brine and cold sodium bicarbona...